This data is from the Open Reaction Database (ORD), a public repository of structured organic reaction records. The task is: describe an organic reaction: reactants, conditions, products, and yield Reaction SMILES: [CH3:22][NH:23][CH3:24].[Cl:1][c:2]1[cH:3][cH:4][c:5](-[c:8]2[n:9][c:10]3[c:11]([n:12][cH:13][cH:14][cH:15]3)[n:16]2[CH:17]([C:18](=[O:19])[OH:20])[CH3:21])[cH:6][cH:7]1.[O:25]1[CH2:26][CH2:27][CH2:28][CH2:29]1>>[Cl:1][c:2]1[cH:3][cH:4][c:5](-[c:8]2[n:9][c:10]3[c:11]([n:12][cH:13][cH:14][cH:15]3)[n:16]2[CH:17]([C:18](=[O:20])[N:23]([CH3:22])[CH3:24])[CH3:21])[cH:6][cH:7]1. The product is CC(C(=O)N(C)C)n1c(-c2ccc(Cl)cc2)nc2cccnc21. The reactants are CNC, CC(C(=O)O)n1c(-c2ccc(Cl)cc2)nc2cccnc21, C1CCOC1. Reactants: [Br-], CON(C)C(=O)C(CC1CCOCC1)c1ccc(S(=O)(=O)C2CC2)cc1, CC=C[Mg+], Cl, C1CCOC1. Yields the product CC=CC(=O)C(CC1CCOCC1)c1ccc(S(=O)(=O)C2CC2)cc1. As a reaction SMILES: [Br-:27].[CH:1]1([S:4](=[O:5])(=[O:6])[c:7]2[cH:8][cH:9][c:10]([CH:13]([C:14](=[O:15])[N:16]([O:17][CH3:18])[CH3:19])[CH2:20][CH:21]3[CH2:22][CH2:23][O:24][CH2:25][CH2:26]3)[cH:11][cH:12]2)[CH2:2][CH2:3]1.[CH:28](=[CH:29][CH3:30])[Mg+:31].[ClH:32].[O:33]1[CH2:34][CH2:35][CH2:36][CH2:37]1>>[CH:1]1([S:4](=[O:5])(=[O:6])[c:7]2[cH:8][cH:9][c:10]([CH:13]([C:14](=[O:15])[CH:28]=[CH:29][CH3:30])[CH2:20][CH:21]3[CH2:22][CH2:23][O:24][CH2:25][CH2:26]3)[cH:11][cH:12]2)[CH2:2][CH2:3]1. Reactants: C(C)C(C(C(N)=N)(C)C)CC (diethyl 2,2-dimethylpropanimidamide), C(C)OC=C(C(=O)[O-])C(=O)[O-] ((ethoxymethylene)malonate), [O-]CC.[Na+].C(C)O (sodium ethoxide ethanol). The solvent is C(C)O (ethanol). Conditions: temperature 80 celsius, time 5 hour. Product: C(C)(C)(C)C=1NC(C(=CN1)C(=O)OCC)=O (ethyl 2-tert-butyl-6-oxo-1,6-dihydropyrimidine-5-carboxylate). Yield: 84.5%. As a reaction SMILES: C([CH:3](CC)[C:4]([CH3:9])([CH3:8])[C:5](=[NH:7])[NH2:6])C.[CH2:12]([O:14][CH:15]=[C:16]([C:20]([O-])=O)[C:17]([O-])=[O:18])[CH3:13].[O-:23]CC.[Na+].C(O)C>C(O)C>[C:4]([C:5]1[NH:6][C:17](=[O:18])[C:16]([C:15]([O:14][CH2:12][CH3:13])=[O:23])=[CH:20][N:7]=1)([CH3:3])([CH3:8])[CH3:9] |f:2.3.4|. Procedure: To a solution of diethyl 2,2-dimethylpropanimidamide m hydrochloride (1.36 g) and (ethoxymethylene)malonate (2.16 g) in ethanol (100 ml) was added 20% sodium ethoxide-ethanol solution (6.8 g) under ice-cooling, and the mixture was stirred at 80° C. for 5 hr. The reaction mixture was concentrated under reduced pressure, 1M hydrochloric acid (10 ml) was added under ice-cooling, and the mixture was extracted with ethyl acetate. The extract was concentrated under reduced pressure, hexane was added t... The reactants are ice water, ClC1=NC(=C(C(=C1C#N)C)C1=CC=CC=C1)C (2-Chloro-4,6-dimethyl-5-phenyl-3-pyridinecarbonitrile), N (NH3), N (NH3). Run in CS(=O)C (DMSO). Yields the product NC1=NC(=C(C(=C1C#N)C)C1=CC=CC=C1)C (2-AMINO-4,6-DIMETHYL-5-PHENYL-3-PYRIDINECARBONITRILE). As a reaction SMILES: Cl[C:2]1[C:7]([C:8]#[N:9])=[C:6]([CH3:10])[C:5]([C:11]2[CH:16]=[CH:15][CH:14]=[CH:13][CH:12]=2)=[C:4]([CH3:17])[N:3]=1.[NH3:18]>CS(C)=O>[NH2:18][C:2]1[C:7]([C:8]#[N:9])=[C:6]([CH3:10])[C:5]([C:11]2[CH:16]=[CH:15][CH:14]=[CH:13][CH:12]=2)=[C:4]([CH3:17])[N:3]=1. Procedure: 2-Chloro-4,6-dimethyl-5-phenyl-3-pyridinecarbonitrile (8.3 grams) was dissolved in 110 ml DMSO and treated with gaseous NH3 at a temperature of 100°-110° C. After about 66 hours of heating and treatment with NH3, the reaction mixture was cooled and poured into ice water. A solid precipitate formed which was collected, washed with water, and then dried in an oven desicator. The identity of the desired product was confirmed by NMR. Starting materials: Cl.CNC (dimethylamine hydrochloride), ON1N=NC2=C1C=CC=C2 (1-hydroxybenzotriazol), Cl.C(C)N=C=NCCCN(C)C (1-ethyl-3-(3-dimethylaminopropyl)carbodiimide hydrochloride), ClC=1C=CC(=NC1)NC(=O)C=1OC2=C(C1NC(=O)[C@@H]1CC[C@H](CC1)C(=O)N(C)C)C=C(C=C2)C(=O)O (2-{[(5-Chloropyridin-2-yl)amino]carbonyl}-3-[({trans-4-[(dimethylamino)carbonyl]cyclohexyl}carbonyl)-amino]benzofuran-5-carboxylic acid), C(O)([O-])=O.[Na+] (sodium hydrogen carbonate). Procedure details: 2-{[(5-Chloropyridin-2-yl)amino]carbonyl}-3-[({trans-4-[(dimethylamino)carbonyl]cyclohexyl}carbonyl)amino]-benzofuran-5-carboxylic acid (200 mg) obtained in Example 5 is suspended in chloroform-pyridine (1:3) (8 ml), and thereto are added successively dimethylamine hydrochloride (64 mg), 1-hydroxybenzotriazol (79 mg) and 1-ethyl-3-(3-dimethylaminopropyl)carbodiimide hydrochloride (112 mg) under ice-cooling. The mixture is then stirred at room temperature for 17 hours. To the reaction solution is... As a reaction SMILES: [Cl:1][C:2]1[CH:3]=[CH:4][C:5]([NH:8][C:9]([C:11]2[O:12][C:13]3[CH:33]=[CH:32][C:31]([C:34]([OH:36])=O)=[CH:30][C:14]=3[C:15]=2[NH:16][C:17]([C@H:19]2[CH2:24][CH2:23][C@H:22]([C:25]([N:27]([CH3:29])[CH3:28])=[O:26])[CH2:21][CH2:20]2)=[O:18])=[O:10])=[N:6][CH:7]=1.Cl.[CH3:38][NH:39][CH3:40].ON1C2C=CC=CC=2N=N1.Cl.C(N=C=NCCCN(C)C)C.C(=O)([O-])O.[Na+]>C(Cl)(Cl)Cl.N1C=CC=CC=1>[Cl:1][C:2]1[CH:3]=[CH:4][C:5]([NH:8][C:9]([C:11]2[O:12][C:13]3[CH:33]=[CH:32][C:31]([C:34]([N:39]([CH3:40])[CH3:38])=[O:36])=[CH:30][C:14]=3[C:15]=2[NH:16][C:17]([C@H:19]2[CH2:24][CH2:23][C@H:22]([C:25]([N:27]([CH3:28])[CH3:29])=[O:26])[CH2:21][CH2:20]2)=[O:18])=[O:10])=[N:6][CH:7]=1 |f:1.2,4.5,6.7,8.9|. Reaction conditions: time 17 hour. The yield is 83.6%. Product: ClC=1C=CC(=NC1)NC(=O)C=1OC2=C(C1NC(=O)[C@@H]1CC[C@H](CC1)C(=O)N(C)C)C=C(C=C2)C(=O)N(C)C (N2-(5-Chloropyridin-2-yl)-3-[({trans-4-[(dimethylamino)carbonyl]cyclohexyl}carbonyl)amino]-N5,N5-dimethylbenzofuran-2,5-dicarboxamide). Run in C(Cl)(Cl)Cl.N1=CC=CC=C1 (chloroform pyridine). Starting materials: COC=1C=CC(=C(C1)N)C=1N(C2=CC(=CC=C2C1)OC)C (5-methoxy-2-(6-methoxy-1-methyl-1H-indol-2-yl)phenylamine), BrC1=CC(=C(OCCN2CCCCC2)C=C1)F (1-[2-(4-bromo-2-fluorophenoxy)ethyl]piperidine), FC=1C=C(C=CC1OCCN1CCCCC1)NC1=C(C=CC(=C1)OC)C=1N(C2=CC(=CC=C2C1)OC)C ([3-fluoro-4-(2-piperidin-1-ylethoxy)phenyl][5-methoxy-2-(6-methoxy-1-methyl-1H-indol-2-yl)phenyl]amine). The product is FC=1C=C(C=CC1OCCN1CCCCC1)NC1=C(C=CC(=C1)O)C=1N(C2=CC(=CC=C2C1)O)C (2-{2-[3-Fluoro-4-(2-piperidin-1-ylethoxy)phenylamino]-4-hydroxyphenyl}-1-methyl-1H-indol-6-ol). The yield is 44.1%. As a reaction SMILES: COC1C=CC(C2N(C)C3C(C=2)=CC=C(OC)C=3)=C(N)C=1.BrC1C=CC(OCCN2CCCCC2)=C(F)C=1.[F:39][C:40]1[CH:41]=[C:42]([NH:55][C:56]2[CH:61]=[C:60]([O:62]C)[CH:59]=[CH:58][C:57]=2[C:64]2[N:65]([CH3:75])[C:66]3[C:71]([CH:72]=2)=[CH:70][CH:69]=[C:68]([O:73]C)[CH:67]=3)[CH:43]=[CH:44][C:45]=1[O:46][CH2:47][CH2:48][N:49]1[CH2:54][CH2:53][CH2:52][CH2:51][CH2:50]1>>[F:39][C:40]1[CH:41]=[C:42]([NH:55][C:56]2[CH:61]=[C:60]([OH:62])[CH:59]=[CH:58][C:57]=2[C:64]2[N:65]([CH3:75])[C:66]3[C:71]([CH:72]=2)=[CH:70][CH:69]=[C:68]([OH:73])[CH:67]=3)[CH:43]=[CH:44][C:45]=1[O:46][CH2:47][CH2:48][N:49]1[CH2:50][CH2:51][CH2:52][CH2:53][CH2:54]1. Procedure: Synthesized from 5-methoxy-2-(6-methoxy-1-methyl-1H-indol-2-yl)phenylamine and 1-[2-(4-bromo-2-fluorophenoxy)ethyl]piperidine according to an analogous synthetic method to Example 116, [3-fluoro-4-(2-piperidin-1-ylethoxy)phenyl][5-methoxy-2-(6-methoxy-1-methyl-1H-indol-2-yl)phenyl]amine (60 mg) was used according to an analogous synthetic method to Example 364 described below to provide the title compound (25 mg). Reactants: [OH-].[Na+] (sodium hydroxide), OC=1C=C(C=CC1)C(F)(F)F (3-hydroxybenzotrifluoride), BrCCCCBr (1,4-dibromobutane). Solvent: C(Cl)Cl (methylene chloride). Run at time 5 hour. Yields the product FC(C=1C=C(OCCCCBr)C=CC1)(F)F (4-(3-trifluoromethylphenoxy)butyl bromide). Yield: 80.8%. As a reaction SMILES: [OH-].[Na+].[OH:3][C:4]1[CH:5]=[C:6]([C:10]([F:13])([F:12])[F:11])[CH:7]=[CH:8][CH:9]=1.[Br:14][CH2:15][CH2:16][CH2:17][CH2:18]Br>C(Cl)Cl>[F:13][C:10]([F:11])([F:12])[C:6]1[CH:5]=[C:4]([CH:9]=[CH:8][CH:7]=1)[O:3][CH2:18][CH2:17][CH2:16][CH2:15][Br:14] |f:0.1|. Procedure details: 267 ml of 1.6 N sodium hydroxide solution are added dropwise with stirring at 100° C. within 90 minutes to a mixture of 69.3 g of 3-hydroxybenzotrifluoride and 119 g of 1,4-dibromobutane. The mixture is stirred at this temperature for a further 5 hours and is then allowed to cool. 200 ml of methylene chloride are added, the organic phase is separated off, washed with dilute sodium hydroxide solution, dried over sodium sulfate and concentrated. The residue is distilled in vacuo. 102.6 g of 4-(3-t... Starting materials: [Cl-], O=C(O)c1ccccc1. Product: O=C(Cl)c1ccccc1. RXN SMILES: [Cl-:10].[OH:1][C:2](=[O:3])[c:4]1[cH:5][cH:6][cH:7][cH:8][cH:9]1>>[O:1]=[C:2]([c:4]1[cH:5][cH:6][cH:7][cH:8][cH:9]1)[Cl:10]. The reactants are Compound M77, NC1=C(C=C(C=C1)OC1=CC=CC=C1)N (1,2-diamino-4-phenyloxybenzene), C(C)(C)(C)OC(=O)NCC(=O)N[C@@H]1C[C@H](N(C1)C(=O)OC(C)(C)C)C(=O)O (trans-4-(N-tert-butoxycarbonylglycyl)amino-N-tert-butoxycarbonyl-L-proline), C(C1=CC=CC=C1)OC(=O)NCC(=O)O (N-(Benzyloxycarbonyl)glycine), NC1=C(C=CC=C1)O (2-aminophenol), C(C)(C)(C)OC(=O)NC[C@H]1C[C@@H](N(C1)C(=O)OC(C)(C)C)C(=O)O (trans-4-(N-tert-butoxycarbonylaminomethyl)-N-tert-butoxycarbonyl-D-proline). Reported procedure: This compound was prepared as in Compound M77, replacing N-(Benzyloxycarbonyl)-D-homophenylalanine with N-(Benzyloxycarbonyl)glycine, 2-aminophenol with 1,2-diamino-4-phenyloxybenzene and trans-4-(N-tert-butoxycarbonylglycyl)amino-N-tert-butoxycarbonyl-L-proline with trans-4-(N-tert-butoxycarbonylaminomethyl)-N-tert-butoxycarbonyl-D-proline. Reaction SMILES: C(OC([NH:11][CH2:12][C:13](O)=O)=O)C1C=CC=CC=1.NC1C=CC=CC=1O.[NH2:24][C:25]1[CH:30]=[CH:29][C:28]([O:31][C:32]2[CH:37]=[CH:36][CH:35]=[CH:34][CH:33]=2)=[CH:27][C:26]=1[NH2:38].C(OC(NCC(N[C@H]1CN(C(OC(C)(C)C)=O)[C@H](C(O)=O)C1)=O)=O)(C)(C)C.C(OC([NH:73][CH2:74][C@@H:75]1[CH2:79][N:78](C(OC(C)(C)C)=O)[C@@H:77]([C:87]([OH:89])=O)[CH2:76]1)=O)(C)(C)C>>[NH2:73][CH2:74][C@H:75]1[CH2:79][NH:78][C@@H:77]([C:87]([NH:11][CH2:12][C:13]2[NH:38][C:26]3[CH:27]=[C:28]([O:31][C:32]4[CH:37]=[CH:36][CH:35]=[CH:34][CH:33]=4)[CH:29]=[CH:30][C:25]=3[N:24]=2)=[O:89])[CH2:76]1. Product: NC[C@@H]1C[C@@H](NC1)C(=O)NCC=1NC2=C(N1)C=CC(=C2)OC2=CC=CC=C2 ((2R,4S)-4-(Aminomethyl)-N-[(5-phenyloxy-2-benzimidazolyl)methyl]-2-pyrrolidinecarboxamide).